Dataset: the Open Reaction Database (ORD), a public repository of structured organic reaction records. Task: describe an organic reaction: reactants, conditions, products, and yield Starting materials: CC(=O)OCC1=C(C(=O)O)N2C(=O)C(N)C2SC1, O=C([O-])O, [Na+], O, O=C(Cl)C(n1cccc1)S(=O)(=O)O. Product: CC(=O)OCC1=C(C(=O)O)N2C(=O)C(NC(=O)C(n3cccc3)S(=O)(=O)O)C2SC1. As a reaction SMILES: [C:14]([CH3:15])(=[O:16])[O:17][CH2:18][C:19]1=[C:20]([C:29](=[O:30])[OH:31])[N:21]2[C:22](=[O:28])[CH:23]([NH2:27])[CH:24]2[S:25][CH2:26]1.[C:32](=[O:33])([OH:34])[O-:35].[Na+:36].[OH2:37].[S:1](=[O:2])(=[O:3])([OH:4])[CH:5]([C:6](=[O:7])[Cl:8])[n:9]1[cH:10][cH:11][cH:12][cH:13]1>>[S:1](=[O:2])(=[O:3])([OH:4])[CH:5]([C:6](=[O:7])[NH:27][CH:23]1[C:22](=[O:28])[N:21]2[C:20]([C:29](=[O:30])[OH:31])=[C:19]([CH2:18][O:17][C:14]([CH3:15])=[O:16])[CH2:26][S:25][CH:24]21)[n:9]1[cH:10][cH:11][cH:12][cH:13]1. Reactants: stainless steel, S (hydrogen sulfide), S (hydrogen sulfide), C1(=CC=CC=C1)C(C(CC(=O)C1=CC=C(C=C1)Cl)C1=CC=CC=C1)=O (1,2-diphenyl4-p-chlorophenylbutane-1,4-dione), P12(=S)SP3(=S)SP(=S)(S1)SP(=S)(S2)S3 (phosphorus pentasulfide), [OH-].[Na+] (sodium hydroxide). Solvent: C=1(C(=CC=CC1)C)C (xylene), C(C)O (ethanol). Run at time 200 minute. Yields the product C1(=CC=CC=C1)C=1SC(=CC1C1=CC=CC=C1)C1=CC=C(C=C1)Cl (2,3-diphenyl-5-p-chlorophenylthiophene). The yield is 134.7%. As a reaction SMILES: [C:1]1([C:7](=O)[CH:8]([C:19]2[CH:24]=[CH:23][CH:22]=[CH:21][CH:20]=2)[CH2:9][C:10]([C:12]2[CH:17]=[CH:16][C:15]([Cl:18])=[CH:14][CH:13]=2)=O)[CH:6]=[CH:5][CH:4]=[CH:3][CH:2]=1.P12(SP3(SP(SP(S3)(S1)=S)(=S)S2)=S)=[S:27].S.[OH-].[Na+]>C(O)C.C1(C)C(C)=CC=CC=1>[C:1]1([C:7]2[S:27][C:10]([C:12]3[CH:17]=[CH:16][C:15]([Cl:18])=[CH:14][CH:13]=3)=[CH:9][C:8]=2[C:19]2[CH:24]=[CH:23][CH:22]=[CH:21][CH:20]=2)[CH:6]=[CH:5][CH:4]=[CH:3][CH:2]=1 |f:3.4|. Procedure details: In a 1-liter stainless steel autoclave equipped with stirrer were placed 76.9 g (0.220 mole) of 1,2-diphenyl4-p-chlorophenylbutane-1,4-dione, 100 ml of xylene and 45 g (0.101 mole) of phosphorus pentasulfide. The autoclave was cooled with a Dry Ice-acetone bath and charged with 120 g (3.52 moles) of hydrogen sulfide. The autoclave was heated with stirring for 200 minutes at 155°-178° C. (1000-2000 psig). The autoclave was cooled and the hydrogen sulfide allowed to escape into a sodium hydroxide ... Reactants: C(C)(=O)C1=CC(=NO1)C(=O)NC[C@@H](C)N1N=C(C=C1)C1=CC(=C(C(=C1)F)C#N)F ((R)-5-acetyl-N-(2-(3-(4-cyano-3,5-difluorophenyl)-1H-pyrazol-1-yl)propyl)isoxazole-3-carboxamide), [BH4-].[Na+] (sodium borohydride). Product: C(#N)C1=C(C=C(C=C1F)C1=NN(C=C1)[C@@H](CNC(=O)C1=NOC(=C1)C(C)O)C)F (N—((R)-2-(3-(4-cyano-3,5-difluorophenyl)-1H-pyrazol-1-yl)propyl)-5-(1-hydroxyethyl)isoxazole-3-carboxamide). Isolated yield 82.4%. As a reaction SMILES: [C:1]([C:4]1[O:8][N:7]=[C:6]([C:9]([NH:11][CH2:12][C@H:13]([N:15]2[CH:19]=[CH:18][C:17]([C:20]3[CH:25]=[C:24]([F:26])[C:23]([C:27]#[N:28])=[C:22]([F:29])[CH:21]=3)=[N:16]2)[CH3:14])=[O:10])[CH:5]=1)(=[O:3])[CH3:2].[BH4-].[Na+]>>[C:27]([C:23]1[C:24]([F:26])=[CH:25][C:20]([C:17]2[CH:18]=[CH:19][N:15]([C@H:13]([CH3:14])[CH2:12][NH:11][C:9]([C:6]3[CH:5]=[C:4]([CH:1]([OH:3])[CH3:2])[O:8][N:7]=3)=[O:10])[N:16]=2)=[CH:21][C:22]=1[F:29])#[N:28] |f:1.2|. Reported procedure: (R)-5-acetyl-N-(2-(3-(4-cyano-3,5-difluorophenyl)-1H-pyrazol-1-yl)propyl)isoxazole-3-carboxamide (0.047 g, 0.136 mmol) of Example 226 was reacted with sodium borohydride (0.010 g, 0.272 mmol) using the method described in Example 84. Yield of the title compound 0.045 g. 1H NMR (400 MHz; MeOD): δ 1.50 (dd, 3H), 1.59 (d, 3H), 3.75 (m, 2H), 4.93 (m, 1H), 6.53 (m, 1H), 6.79 (d, 1H), 7.67 (m, 2H), 7.73 (d, 1H). Procedure details: The compound obtained in Example 23 is dissolved in dioxane (2 ml), and thereto is added a 4M solution of hydrogen chloride in dioxane (5 ml), and the mixture is stirred at room temperature. To the reaction mixture is further added a 4M solution of hydrogen chloride in dioxane (5 ml), and the mixture is stirred for three hours. The reaction mixture is concentrated under reduced pressure, and the residue is purified by silica gel column chromatography (solvent; chloroform:methanol=30:1) to give 3... Product: Cl.COC(=O)C=1N(C(C2=CC=CC=C2C1C1=CC(=C(C(=C1)OC)OC)OC)=O)C1=CC=C(C=C1)C(=O)NN (3-methoxycarbonyl-2-[4-(hydrazinocarbonyl)phenyl]-4-(3,4,5-trimethoxyphenyl)-1(2H)-isoquinolinone hydrochloride). RXN SMILES: C(OC([NH:8][NH:9][C:10]([C:12]1[CH:17]=[CH:16][C:15]([N:18]2[C:27]([C:28]([O:30][CH3:31])=[O:29])=[C:26]([C:32]3[CH:37]=[C:36]([O:38][CH3:39])[C:35]([O:40][CH3:41])=[C:34]([O:42][CH3:43])[CH:33]=3)[C:25]3[C:20](=[CH:21][CH:22]=[CH:23][CH:24]=3)[C:19]2=[O:44])=[CH:14][CH:13]=1)=[O:11])=O)(C)(C)C.[ClH:45]>O1CCOCC1>[ClH:45].[CH3:31][O:30][C:28]([C:27]1[N:18]([C:15]2[CH:14]=[CH:13][C:12]([C:10]([NH:9][NH2:8])=[O:11])=[CH:17][CH:16]=2)[C:19](=[O:44])[C:20]2[C:25]([C:26]=1[C:32]1[CH:33]=[C:34]([O:42][CH3:43])[C:35]([O:40][CH3:41])=[C:36]([O:38][CH3:39])[CH:37]=1)=[CH:24][CH:23]=[CH:22][CH:21]=2)=[O:29] |f:3.4|. Reactants: solution, Cl (hydrogen chloride), C(C)(C)(C)OC(=O)NNC(=O)C1=CC=C(C=C1)N1C(C2=CC=CC=C2C(=C1C(=O)OC)C1=CC(=C(C(=C1)OC)OC)OC)=O (2-[4-(tert-butoxycarbonylhydrazinocarbonyl)phenyl]-3-methoxycarbonyl-4-(3,4,5-trimethoxyphenyl)-1(2H)-isoquinolinone), solution, Cl (hydrogen chloride). Solvent: O1CCOCC1 (dioxane), O1CCOCC1 (dioxane), O1CCOCC1 (dioxane). The yield is 29.9%. RXN SMILES: [CH:1]([NH:4][C:5]1[O:6][C:7]([C:10]2[CH:11]=[C:12]3[C:16](=[CH:17][CH:18]=2)[N:15](S(C2C=CC(C)=CC=2)(=O)=O)[CH:14]=[C:13]3B2OC(C)(C)C(C)(C)O2)=[N:8][N:9]=1)([CH3:3])[CH3:2].Br[C:39]1[S:40][CH:41]=[C:42]([C:44]([NH:46][CH:47]2[CH2:49][CH2:48]2)=[O:45])[N:43]=1>C1C=CC([P]([Pd]([P](C2C=CC=CC=2)(C2C=CC=CC=2)C2C=CC=CC=2)([P](C2C=CC=CC=2)(C2C=CC=CC=2)C2C=CC=CC=2)[P](C2C=CC=CC=2)(C2C=CC=CC=2)C2C=CC=CC=2)(C2C=CC=CC=2)C2C=CC=CC=2)=CC=1>[CH:47]1([NH:46][C:44]([C:42]2[N:43]=[C:39]([C:13]3[C:12]4[C:16](=[CH:17][CH:18]=[C:10]([C:7]5[O:6][C:5]([NH:4][CH:1]([CH3:2])[CH3:3])=[N:9][N:8]=5)[CH:11]=4)[NH:15][CH:14]=3)[S:40][CH:41]=2)=[O:45])[CH2:48][CH2:49]1 |^1:53,55,74,93|. Reagents/catalysts: C=1C=CC(=CC1)[P](C=2C=CC=CC2)(C=3C=CC=CC3)[Pd]([P](C=4C=CC=CC4)(C=5C=CC=CC5)C=6C=CC=CC6)([P](C=7C=CC=CC7)(C=8C=CC=CC8)C=9C=CC=CC9)[P](C=1C=CC=CC1)(C=1C=CC=CC1)C=1C=CC=CC1 (Pd(PPh3)4). Reported procedure: The title compound (34 mg, 30% yield) as a yellow crystalline solid was prepared according to Example 275, using N-isopropyl-5-(3-(4,4,5,5-tetramethyl-1,3,2-dioxaborolan-2-yl)-1-tosyl-1H-indol-5-yl)-1,3,4-oxadiazol-2-amine (145 mg, 0.278 mmol), 2-bromo-N-cyclopropylthiazole-4-carboxamide (75 mg, 0.305 mmol), and Pd(PPh3)4 (Strem Chemicals, 16 mg) as the starting materials and reagent. 1H NMR (400 MHz, DMSO-d6) δ ppm 12.15 (1H, br.), 8.57 (1H, s), 8.29 (2H, m), 8.15 (1H, s), 7.74 (1H, d, J=7.4 Hz... Reactants: C(C)(C)NC=1OC(=NN1)C=1C=C2C(=CN(C2=CC1)S(=O)(=O)C1=CC=C(C)C=C1)B1OC(C(O1)(C)C)(C)C (N-isopropyl-5-(3-(4,4,5,5-tetramethyl-1,3,2-dioxaborolan-2-yl)-1-tosyl-1H-indol-5-yl)-1,3,4-oxadiazol-2-amine), BrC=1SC=C(N1)C(=O)NC1CC1 (2-bromo-N-cyclopropylthiazole-4-carboxamide). The product is C1(CC1)NC(=O)C=1N=C(SC1)C1=CNC2=CC=C(C=C12)C=1OC(=NN1)NC(C)C (N-cyclopropyl-2-(5-(5-((1-methylethyl)amino)-1,3,4-oxadiazol-2-yl)-1H-indol-3-yl)-1,3-thiazole-4-carboxamide). Starting materials: ( a ), OC1CCN(CC1)CCCOC1=C(C=CC=C1)[N+](=O)[O-] (4-hydroxy-1-[3-(2-nitrophenoxy)propyl]piperidine), S1C=C(C=C1)C(C1=CSC=C1)Cl (di(3-thienyl)methyl chloride), OC1CCN(CC1)CCCOC1=C(C=CC=C1)[N+](=O)[O-] (4-hydroxy-1-[3-(2-nitrophenoxy)propyl]piperidine). Reported procedure: The procedure of Example 36 (a) was repeated except for using di(3-thienyl)methyl chloride and 4-hydroxy-1-[3-(2-nitrophenoxy)propyl]piperidine instead of phenyl-2-thienylmethyl chloride and 4-hydroxy-1-[3-(2-nitrophenoxy)propyl]piperidine to give 4-di(3-thienyl)methoxy-1-[3-(2-nitrophenoxy)propyl]piperidine hydrochloride. Product: Cl.S1C=C(C=C1)C(OC1CCN(CC1)CCCOC1=C(C=CC=C1)[N+](=O)[O-])C1=CSC=C1 (4-di(3-thienyl)methoxy-1-[3-(2-nitrophenoxy)propyl]piperidine hydrochloride). As a reaction SMILES: [S:1]1[CH:5]=[CH:4][C:3]([CH:6]([Cl:12])[C:7]2[CH:11]=[CH:10][S:9][CH:8]=2)=[CH:2]1.[OH:13][CH:14]1[CH2:19][CH2:18][N:17]([CH2:20][CH2:21][CH2:22][O:23][C:24]2[CH:29]=[CH:28][CH:27]=[CH:26][C:25]=2[N+:30]([O-:32])=[O:31])[CH2:16][CH2:15]1>>[ClH:12].[S:1]1[CH:5]=[CH:4][C:3]([CH:6]([C:7]2[CH:11]=[CH:10][S:9][CH:8]=2)[O:13][CH:14]2[CH2:15][CH2:16][N:17]([CH2:20][CH2:21][CH2:22][O:23][C:24]3[CH:29]=[CH:28][CH:27]=[CH:26][C:25]=3[N+:30]([O-:32])=[O:31])[CH2:18][CH2:19]2)=[CH:2]1 |f:2.3|. Reactants: C(C)OC(C=CC1=C(C=C(C=C1)OCCC=1N=C(OC1C)C1=CC=CC=C1)O)=O (3-{2-Hydroxy-4-[2-(5-methyl-2-phenyl-oxazol-4-yl)-ethoxy]-phenyl}-acrylic acid ethyl ester). Reagents/catalysts: [Pd] (palladium on carbon). Product: C(C)OC(CCC1=C(C=C(C=C1)OCCC=1N=C(OC1C)C1=CC=CC=C1)O)=O (3-{2-Hydroxy-4-[2-(5-methyl-2-phenyl-oxazol-4-yl)-ethoxy]-phenyl}-propionic Acid Ethyl Ester). RXN SMILES: [CH2:1]([O:3][C:4](=[O:29])[CH:5]=[CH:6][C:7]1[CH:12]=[CH:11][C:10]([O:13][CH2:14][CH2:15][C:16]2[N:17]=[C:18]([C:22]3[CH:27]=[CH:26][CH:25]=[CH:24][CH:23]=3)[O:19][C:20]=2[CH3:21])=[CH:9][C:8]=1[OH:28])[CH3:2]>[Pd]>[CH2:1]([O:3][C:4](=[O:29])[CH2:5][CH2:6][C:7]1[CH:12]=[CH:11][C:10]([O:13][CH2:14][CH2:15][C:16]2[N:17]=[C:18]([C:22]3[CH:23]=[CH:24][CH:25]=[CH:26][CH:27]=3)[O:19][C:20]=2[CH3:21])=[CH:9][C:8]=1[OH:28])[CH3:2]. Procedure: 3-{2-Hydroxy-4-[2-(5-methyl-2-phenyl-oxazol-4-yl)-ethoxy]-phenyl}-acrylic acid ethyl ester (4.0 g, 10.1 mmol) was hydrogenated over 10% palladium on carbon under an atmosphere of hydrogen. Filtration and evaporation provided the title compound in quantitative yield. MS m/z 396 (M+H)+. The reactants are C1(=CC=CC=C1)S(=O)(=O)Cl (benzenesulfonyl chloride), ice water, C(CCCC)[C@@H]1CC[C@H](CC1)C=1C=NC(=NC1)[C@@H]1CC[C@H](CC1)C(=O)N (trans-4-[5-(trans-4-n-pentylcyclohexyl)-2-pyrimidinyl]cyclohexane carboxamide), N1=CC=CC=C1 (pyridine). Run in C(Cl)Cl (methylene chloride). Run at temperature 55 celsius. Yields the product C(CCCC)[C@@H]1CC[C@H](CC1)C=1C=NC(=NC1)[C@@H]1CC[C@H](CC1)C#N (trans-4-[5-(trans-4-n-pentylcyclohexyl)-2-pyrimidinyl]cyclohexane carbonitrile). Reaction SMILES: C1(S(Cl)(=O)=O)C=CC=CC=1.[CH2:11]([C@H:16]1[CH2:21][CH2:20][C@H:19]([C:22]2[CH:23]=[N:24][C:25]([C@H:28]3[CH2:33][CH2:32][C@H:31]([C:34]([NH2:36])=O)[CH2:30][CH2:29]3)=[N:26][CH:27]=2)[CH2:18][CH2:17]1)[CH2:12][CH2:13][CH2:14][CH3:15].N1C=CC=CC=1>C(Cl)Cl>[CH2:11]([C@H:16]1[CH2:17][CH2:18][C@H:19]([C:22]2[CH:27]=[N:26][C:25]([C@H:28]3[CH2:29][CH2:30][C@H:31]([C:34]#[N:36])[CH2:32][CH2:33]3)=[N:24][CH:23]=2)[CH2:20][CH2:21]1)[CH2:12][CH2:13][CH2:14][CH3:15]. Procedure details: 7.2 Ml. of benzenesulfonyl chloride are added dropwise while stirring to a suspension of 13.2 g. of crude trans-4-[5-(trans-4-n-pentylcyclohexyl)-2-pyrimidinyl]cyclohexane carboxamide in 150 ml. of pyridine. The mixture is then warmed to 55° C. for 3 hours in an oil-bath. The mixture is poured into 500 ml. of ice-water and the product is taken up in methylene chloride. The extract is washed successively with 3-N hydrochloric acid, saturated sodium bicarbonate solution and water, dried over sodiu... Starting materials: C(C1=CC=CC=C1)OC([C@@H](NC(=O)N(C)CCN(C)C(=O)N1CCCCCC1)CC1=CC=CC=C1)=O (N-[N-{2-[N-(hexahydro-1H-azepin-1-ylcarbonyl)-N-methylamino]ethyl}-N-methylaminocarbonyl]-L-phenylalanine benzyl ester), [H][H] (hydrogen). The reagents and catalysts are [Pd] (palladium on carbon). The solvent is CO (methanol). The product is N1(CCCCCC1)C(=O)N(C)CCN(C(=O)N[C@@H](CC1=CC=CC=C1)C(=O)O)C (N-[N-{2-[N-(hexahydro-1H-azepin-1-ylcarbonyl)-N-methylamino]ethyl}-N-methylaminocarbonyl]-L-phenylalanine). Isolated yield 107.2%. As a reaction SMILES: C([O:8][C:9](=[O:36])[C@H:10]([CH2:29][C:30]1[CH:35]=[CH:34][CH:33]=[CH:32][CH:31]=1)[NH:11][C:12]([N:14]([CH2:16][CH2:17][N:18]([C:20]([N:22]1[CH2:28][CH2:27][CH2:26][CH2:25][CH2:24][CH2:23]1)=[O:21])[CH3:19])[CH3:15])=[O:13])C1C=CC=CC=1.[H][H]>CO.[Pd]>[N:22]1([C:20]([N:18]([CH2:17][CH2:16][N:14]([CH3:15])[C:12]([NH:11][C@H:10]([C:9]([OH:36])=[O:8])[CH2:29][C:30]2[CH:31]=[CH:32][CH:33]=[CH:34][CH:35]=2)=[O:13])[CH3:19])=[O:21])[CH2:28][CH2:27][CH2:26][CH2:25][CH2:24][CH2:23]1. Reported procedure: A solution of N-[N-{2-[N-(hexahydro-1H-azepin-1-ylcarbonyl)-N-methylamino]ethyl}-N-methylaminocarbonyl]-L-phenylalanine benzyl ester (1.46 g) in methanol (20 ml) was hydrogenated over 10% palladium on carbon (146 mg) at 3 atmospheric pressure of hydrogen gas for 1 hour at ambient temperature. The solution was filtered and concentrated in vacuo to give N-[N-{2-[N-(hexahydro-1H-azepin-1-ylcarbonyl)-N-methylamino]ethyl}-N-methylaminocarbonyl]-L-phenylalanine (1.28 g) as an oil. Rf: 0.35 (chloroform... Reactants: Brc1cccc(Br)n1, CS(C)=O, OCc1cccc(Oc2ccccc2)n1, Oc1ccccc1. Yields the product Brc1cccc(Oc2ccccc2)n1. RXN SMILES: [Br:23][c:24]1[cH:25][cH:26][cH:27][c:28]([Br:29])[n:30]1.[CH3:31][S:32](=[O:33])[CH3:34].[O:1]([c:2]1[cH:3][cH:4][cH:5][cH:6][cH:7]1)[c:8]1[cH:9][cH:10][cH:11][c:12]([CH2:14][OH:15])[n:13]1.[OH:16][c:17]1[cH:18][cH:19][cH:20][cH:21][cH:22]1>>[O:1]([c:2]1[cH:3][cH:4][cH:5][cH:6][cH:7]1)[c:8]1[cH:9][cH:10][cH:11][c:12]([Br:23])[n:13]1.